Dataset: the Open Reaction Database (ORD), a public repository of structured organic reaction records. Task: describe an organic reaction: reactants, conditions, products, and yield Reactants: N#Cc1ccncc1, CCOCC, CO, [Cl-], [NH4+], [Na]. The product is N=C(N)c1ccncc1, Cl. RXN SMILES: [C:2](#[N:3])[c:4]1[cH:5][cH:6][n:7][cH:8][cH:9]1.[CH2:12]([O:13][CH2:14][CH3:15])[CH3:16].[CH3:17][OH:18].[Cl-:10].[NH4+:11].[Na:1]>>[C:2]([NH2:3])([c:4]1[cH:5][cH:6][n:7][cH:8][cH:9]1)=[NH:11].[ClH:10].